From a dataset of the Open Reaction Database (ORD), a public repository of structured organic reaction records. describe an organic reaction: reactants, conditions, products, and yield Starting materials: CC(C)(C)OC(=O)N1CCC(C#N)(c2ccc(F)cc2F)CC1, ClCCl, O=C(O)C(F)(F)F. RXN SMILES: [C:1]([O:2][C:3](=[O:4])[N:8]1[CH2:9][CH2:10][C:11]([c:14]2[c:15]([F:21])[cH:16][c:17]([F:20])[cH:18][cH:19]2)([C:22]#[N:23])[CH2:12][CH2:13]1)([CH3:5])([CH3:6])[CH3:7].[Cl:24][CH2:25][Cl:26].[OH:27][C:28]([C:29]([F:30])([F:31])[F:32])=[O:33]>>[NH:8]1[CH2:9][CH2:10][C:11]([c:14]2[c:15]([F:21])[cH:16][c:17]([F:20])[cH:18][cH:19]2)([C:22]#[N:23])[CH2:12][CH2:13]1. Product: N#CC1(c2ccc(F)cc2F)CCNCC1. Reactants: CCOC(C)=O, CCOCC, Cl, CCOC(=O)c1cn(-c2ccc(F)cc2F)c2nc(O)c(F)cc2c1=O, O, [N-]=[N+]=NP(=O)(c1ccccc1)c1ccccc1, c1ccncc1. Yields the product CCOC(=O)c1cn(-c2ccc(F)cc2F)c2nc(N=[N+]=[N-])c(F)cc2c1=O. As a reaction SMILES: [CH3:44][CH2:45][O:46][C:47](=[O:48])[CH3:49].[CH3:57][CH2:58][O:59][CH2:60][CH3:61].[ClH:50].[F:1][c:2]1[c:3](-[n:9]2[cH:10][c:11]([C:22](=[O:23])[O:24][CH2:25][CH3:26])[c:12](=[O:21])[c:13]3[cH:14][c:15]([F:20])[c:16]([OH:19])[n:17][c:18]23)[cH:4][cH:5][c:6]([F:8])[cH:7]1.[OH2:62].[c:27]1([P:28]([c:29]2[cH:30][cH:31][cH:32][cH:33][cH:34]2)(=[O:35])[N:41]=[N+:42]=[N-:43])[cH:36][cH:37][cH:38][cH:39][cH:40]1.[cH:51]1[cH:52][cH:53][n:54][cH:55][cH:56]1>>[F:1][c:2]1[c:3](-[n:9]2[cH:10][c:11]([C:22](=[O:23])[O:24][CH2:25][CH3:26])[c:12](=[O:21])[c:13]3[cH:14][c:15]([F:20])[c:16]([N:41]=[N+:42]=[N-:43])[n:17][c:18]23)[cH:4][cH:5][c:6]([F:8])[cH:7]1. The reactants are C1=CC=CC=2C(C3=C(C=CC21)C=CC=C3)=CCCN(C)CCC(=O)OCC (ethyl 3-[N-[3-(5H-dibenzo[a,d]cyclohepten-5-ylidene)propyl]-N-methylamino]propionate). Solvent: CO (methanol), [OH-].[Na+] (sodium hydroxide). Product: C1=CC=CC=2C(C3=C(C=CC21)C=CC=C3)=CCCN(C)CCC(=O)O (3-[N-[3-(5H-Dibenzo[a,d]cyclohepten-5-ylidene)propyl]-N-methylamino]propionic Acid). Isolated yield 73.7%. Reaction SMILES: [CH:1]1[C:11]2[CH:10]=[CH:9][C:8]3[CH:12]=[CH:13][CH:14]=[CH:15][C:7]=3[C:6](=[CH:16][CH2:17][CH2:18][N:19]([CH2:21][CH2:22][C:23]([O:25]CC)=[O:24])[CH3:20])[C:5]=2[CH:4]=[CH:3][CH:2]=1>CO.[OH-].[Na+]>[CH:12]1[C:8]2[CH:9]=[CH:10][C:11]3[CH:1]=[CH:2][CH:3]=[CH:4][C:5]=3[C:6](=[CH:16][CH2:17][CH2:18][N:19]([CH2:21][CH2:22][C:23]([OH:25])=[O:24])[CH3:20])[C:7]=2[CH:15]=[CH:14][CH:13]=1 |f:2.3|. Procedure: To a solution of 1.81 g of ethyl 3-[N-[3-(5H-dibenzo[a,d]cyclohepten-5-ylidene)propyl]-N-methylamino]propionate in 19 ml of methanol, 5 ml of 2N sodium hydroxide aqueous solution was added and the mixture was refluxed for 30 minutes. The solvent was removed by distillation, and then the residue was dissolved in warm water and the solution was neutralized with 2N hydrochloric acid. The crystals precipitated were collected by filtration to give 1.23 g of colorless crystals. Recrystallization from ... Reactants: C(C)O (ethanol), O.C(C1=CC=CC=C1)(=O)[C@]([C@](C(=O)O)(O)C(C1=CC=CC=C1)=O)(O)C(=O)O ((−)-dibenzoyl-L-tartaric acid monohydrate), BrC=1C=NC=C(C1)[C@H]1N(CCC1)C ((S)-3-bromo-5-(1-methylpyrrolidin-2-yl)pyridine), C(C)O (ethanol). Reaction conditions: time 18 hour. The product is C(C1=CC=CC=C1)(=O)O[C@@H](C(=O)O)[C@H](C(=O)O)OC(C1=CC=CC=C1)=O.BrC=1C=NC=C(C1)[C@H]1N(CCC1)C ((S)-3-bromo-5-(1-methylpyrrolidin-2-yl)pyridine (2R,3R)-2,3-bis (benzoyloxy) succinate). Yield: 84.0%. RXN SMILES: [OH2:1].C([C@@:10]([C:25]([OH:27])=[O:26])([OH:24])[C@@:11](C(=O)C1C=CC=CC=1)([OH:15])[C:12]([OH:14])=[O:13])(=O)C1C=CC=CC=1.[Br:28][C:29]1[CH:30]=[N:31][CH:32]=[C:33]([C@@H:35]2[CH2:39][CH2:38][CH2:37][N:36]2[CH3:40])[CH:34]=1.[CH2:41]([OH:43])[CH3:42]>>[C:41]([O:15][C@H:11]([C@@H:10]([O:24][C:34](=[O:1])[C:33]1[CH:32]=[CH:37][CH:38]=[CH:39][CH:35]=1)[C:25]([OH:27])=[O:26])[C:12]([OH:14])=[O:13])(=[O:43])[C:42]1[CH:39]=[CH:35][CH:33]=[CH:34][CH:29]=1.[Br:28][C:29]1[CH:30]=[N:31][CH:32]=[C:33]([C@@H:35]2[CH2:39][CH2:38][CH2:37][N:36]2[CH3:40])[CH:34]=1 |f:0.1,4.5|. Procedure details: A solution of (−)-dibenzoyl-L-tartaric acid monohydrate (2.11 g, 5.89 mmol, 1.0 equiv) in ethanol (22 mL) was added to (S)-3-bromo-5-(1-methylpyrrolidin-2-yl)pyridine (III) (5.88 mmol, 1.0 equiv) dissolved in ethanol (22 mL) at 20° C. Solids precipitated and the mixture was granulated 18 hours. The light yellow solids filtered from the mixture were washed with ethanol and dried on the filter, giving (S)-3-bromo-5-(1-methylpyrrolidin-2-yl)pyridine (2R,3R)-2,3-bis (benzoyloxy) succinate (IIIB) (2.... Reactants: Cl (hydrogen chloride), C1(CC1)C=1N(C=CN1)S(=O)(=O)N(C)C (2-cyclopropyl-N,N-dimethyl-1H-imidazole-1-sulfonamide), CN(C)C=O (DMF), C1(CC1)C=1N(C=CN1)S(=O)(=O)N(C)C (2-cyclopropyl-N,N-dimethyl-1H-imidazole-1-sulfonamide), C(CCC)[Li] (n-butyllithium), C([O-])(O)=O.[Na+] (sodium bicarbonate). The solvent is O1CCCC1 (tetrahydrofuran). Run at temperature -50 celsius, time 30 minute. Product: C1(CC1)C=1NC=C(N1)C=O (2-Cyclopropyl-1H-imidazole-4-carbaldehyde). Procedure details: Into a 500-mL three neck round-bottom flask, which was purged and maintained with an inert atmosphere of nitrogen, was placed a solution of 2-cyclopropyl-N,N-dimethyl-1H-imidazole-1-sulfonamide (compound 238.2, 5 g, 23.23 mmol) in tetrahydrofuran (100 mL). This was followed by the addition of n-butyllithium (11.2 mL, 2.5M in THF) dropwise at −78° C. over a period of 30 min. To this was added DMF (11.8 mL, 152.55 mmol). The resulting solution was stirred for 30 min at −50° C., then hydrogen chlor... As a reaction SMILES: [CH:1]1([C:4]2[N:5](S(N(C)C)(=O)=O)[CH:6]=[CH:7][N:8]=2)[CH2:3][CH2:2]1.C([Li])CCC.CN([CH:23]=[O:24])C.Cl.C(=O)(O)[O-].[Na+]>O1CCCC1>[CH:1]1([C:4]2[NH:5][CH:6]=[C:7]([CH:23]=[O:24])[N:8]=2)[CH2:3][CH2:2]1 |f:4.5|. Yield: 94.9%. Starting materials: O=C([O-])O, CC(C)c1c(Cc2ccccc2)c(OC2OC(COC(=O)C(C)(C)C)C(OC(=O)C(C)(C)C)C(OC(=O)C(C)(C)C)C2OC(=O)C(C)(C)C)nn1C=O, CO, [Na+], O. Yields the product CC(C)c1[nH]nc(OC2OC(COC(=O)C(C)(C)C)C(OC(=O)C(C)(C)C)C(OC(=O)C(C)(C)C)C2OC(=O)C(C)(C)C)c1Cc1ccccc1. RXN SMILES: [C:54](=[O:55])([OH:56])[O-:57].[CH2:1]([c:2]1[cH:3][cH:4][cH:5][cH:6][cH:7]1)[c:8]1[c:9]([O:18][CH:19]2[CH:20]([O:21][C:22]([C:23]([CH3:24])([CH3:25])[CH3:26])=[O:27])[CH:28]([O:29][C:30]([C:31]([CH3:32])([CH3:33])[CH3:34])=[O:35])[CH:36]([O:37][C:38]([C:39]([CH3:40])([CH3:41])[CH3:42])=[O:43])[CH:44]([CH2:46][O:47][C:48]([C:49]([CH3:50])([CH3:51])[CH3:52])=[O:53])[O:45]2)[n:10][n:11]([CH:16]=[O:17])[c:12]1[CH:13]([CH3:14])[CH3:15].[CH3:60][OH:61].[Na+:58].[OH2:59]>>[CH2:1]([c:2]1[cH:3][cH:4][cH:5][cH:6][cH:7]1)[c:8]1[c:9]([O:18][CH:19]2[CH:20]([O:21][C:22]([C:23]([CH3:24])([CH3:25])[CH3:26])=[O:27])[CH:28]([O:29][C:30]([C:31]([CH3:32])([CH3:33])[CH3:34])=[O:35])[CH:36]([O:37][C:38]([C:39]([CH3:40])([CH3:41])[CH3:42])=[O:43])[CH:44]([CH2:46][O:47][C:48]([C:49]([CH3:50])([CH3:51])[CH3:52])=[O:53])[O:45]2)[n:10][nH:11][c:12]1[CH:13]([CH3:14])[CH3:15].